This data is from the Open Reaction Database (ORD), a public repository of structured organic reaction records. The task is: describe an organic reaction: reactants, conditions, products, and yield The reactants are NC=1SC=C(N1)/C(/C(=O)N[C@H]1[C@@H]2N(C(=C(CS2)COC(C)=O)C(=O)O)C1=O)=N/OC (7β-[(Z)-2-(2-Aminothiazol-4-yl)-2-methoxyiminoacetamido]-3-acetoxymethyl-3-cephem-4-carboxylic acid), CN(C(C(F)(F)F)=O)[Si](C)(C)C (N-methyl-N-(trimethylsilyl) trifluoroacetamide), I[Si](C)(C)C (iodotrimethylsilane). The solvent is C(Cl)Cl (methylene chloride). Run at time 30 minute. Product: NC=1SC=C(N1)/C(/C(=O)N[C@H]1[C@@H]2N(C(=C(CS2)CI)C(=O)O)C1=O)=N/OC (7β-[(Z)-2-(2-aminothiazol-4-yl)-2-methoxyiminoacetamido]-3-iodomethyl-3-cephem-4-carboxylic acid). Reaction SMILES: [NH2:1][C:2]1[S:3][CH:4]=[C:5](/[C:7](=[N:28]/[O:29][CH3:30])/[C:8]([NH:10][C@@H:11]2[C:26](=[O:27])[N:13]3[C:14]([C:23]([OH:25])=[O:24])=[C:15]([CH2:18]OC(=O)C)[CH2:16][S:17][C@H:12]23)=[O:9])[N:6]=1.CN([Si](C)(C)C)C(=O)C(F)(F)F.[I:43][Si](C)(C)C>C(Cl)Cl>[NH2:1][C:2]1[S:3][CH:4]=[C:5](/[C:7](=[N:28]/[O:29][CH3:30])/[C:8]([NH:10][C@@H:11]2[C:26](=[O:27])[N:13]3[C:14]([C:23]([OH:25])=[O:24])=[C:15]([CH2:18][I:43])[CH2:16][S:17][C@H:12]23)=[O:9])[N:6]=1. Procedure: 7β-[(Z)-2-(2-Aminothiazol-4-yl)-2-methoxyiminoacetamido]-3-acetoxymethyl-3-cephem-4-carboxylic acid (240 mg) was suspended in methylene chloride (4 ml), followed by an addition of N-methyl-N-(trimethylsilyl) trifluoroacetamide (330 μl). The resulting mixture was stirred at room temperature for 30 minutes. After ice-cooling, iodotrimethylsilane (200 μl) was added to the solution, and the resulting mixture was stirred at room temperature for 15 minutes. The reaction mixture was concentrated under ...